Dataset: the Open Reaction Database (ORD), a public repository of structured organic reaction records. Task: describe an organic reaction: reactants, conditions, products, and yield Reactants: C(C)(C)(C)O (t-butanol), N1=CC=CC=C1 (pyridine), FC(F)CC(=S)Cl (difluoromethylthioacetyl chloride). The solvent is ClCCl (dichloromethane). Product: FC(F)CC(=S)OC(C)(C)C (t-butyl difluoromethylthioacetate). Isolated yield 48.6%. As a reaction SMILES: [C:1]([OH:5])([CH3:4])([CH3:3])[CH3:2].N1C=CC=CC=1.[F:12][CH:13]([CH2:15][C:16](Cl)=[S:17])[F:14]>ClCCl>[F:12][CH:13]([CH2:15][C:16]([O:5][C:1]([CH3:4])([CH3:3])[CH3:2])=[S:17])[F:14]. Procedure: To a stirred and ice cooled solution of t-butanol (1.2 equivalents) and pyridine (1.3 equivalents) in dichloromethane (5 parts by weight) is dropwise added difluoromethylthioacetyl chloride, and the mixture is stirred for 4 hours. The mixture is washed with water, dried and concentrated in vacuum. The residual liquid is distilled to give t-butyl difluoromethylthioacetate as an oil. Yield: 48.6%. Reactants: C[O-], CN(C)C=O, CO, Cc1nc(Cl)c(C#N)c2c1CCCC2, [Na+]. Product: COc1nc(C)c2c(c1C#N)CCCC2. As a reaction SMILES: [CH3:15][O-:16].[CH3:18][N:19]([CH:20]=[O:21])[CH3:22].[CH3:23][OH:24].[Cl:1][c:2]1[n:3][c:4]([CH3:14])[c:5]2[c:10]([c:11]1[C:12]#[N:13])[CH2:9][CH2:8][CH2:7][CH2:6]2.[Na+:17]>>[c:2]1([O:21][CH3:20])[n:3][c:4]([CH3:14])[c:5]2[c:10]([c:11]1[C:12]#[N:13])[CH2:9][CH2:8][CH2:7][CH2:6]2. The reactants are N[C@@H](CCC(=O)[O-])C(=O)[O-] (glutamate), C1=CC=C2C(=C1)C(=CN2)C[C@](C[C@@H](C(=O)O)N)(C(=O)O)O (monatin), O=C(C(=O)[O-])CCC(=O)[O-] (alpha-ketoglutarate), C1=CC(=C[N+](=C1)[C@H]2[C@@H]([C@@H]([C@H](O2)COP(=O)(O)OP(=O)(O)OC[C@@H]3[C@H]([C@H]([C@@H](O3)N4C=NC5=C4N=CN=C5N)OP(=O)(O)O)O)O)O)C(=O)N (NADP+), III, N[C@@H](CCC(=O)[O-])C(=O)[O-] (glutamate), N[C@@H](CCC(=O)[O-])C(=O)[O-] (glutamate), N[C@@H](CCC(=O)[O-])C(=O)[O-] (glutamate), C(C(CO)(CO)N)O.Cl (Tris-HCl), C1=CC(=C[N+](=C1)[C@H]2[C@@H]([C@@H]([C@H](O2)COP(=O)(O)OP(=O)(O)OC[C@@H]3[C@H]([C@H]([C@@H](O3)N4C=NC5=C4N=CN=C5N)O)O)O)O)C(=O)N (NAD+), NAD(P). Run at time 10 second. The product is C1=CC=C2C(=C1)C(=CN2)C[C@](C[C@@H](C(=O)O)N)(C(=O)O)O (monatin), N1C=C(C2=CC=CC=C12)CC(C(=O)[O-])=O (indole-3-pyruvate). As a reaction SMILES: C(O)C(N)(CO)CO.Cl.C1C=[N+]([C@@H]2O[C@H](COP(OP(OC[C@H]3O[C@@H](N4C5N=CN=C(N)C=5N=C4)[C@H](O)[C@@H]3O)(O)=O)(O)=O)[C@@H](O)[C@H]2O)C=C(C(N)=O)C=1.C1C=[N+]([C@@H]2O[C@H](COP(OP(OC[C@H]3O[C@@H](N4C5N=CN=C(N)C=5N=C4)[C@H](OP(O)(O)=O)[C@@H]3O)(O)=O)(O)=O)[C@@H](O)[C@H]2O)C=C(C(N)=O)C=1.N[C@H](C([O-])=O)CCC([O-])=O.[CH:112]1[CH:117]=[C:116]2[C:118]([CH2:121][C@@:122]([OH:132])([C:129]([OH:131])=[O:130])[CH2:123][C@H:124]([NH2:128])[C:125]([OH:127])=[O:126])=[CH:119][NH:120][C:115]2=[CH:114][CH:113]=1.O=C(CCC([O-])=O)C([O-])=O>>[CH:112]1[CH:117]=[C:116]2[C:118]([CH2:121][C@@:122]([OH:132])([C:129]([OH:131])=[O:130])[CH2:123][C@H:124]([NH2:128])[C:125]([OH:127])=[O:126])=[CH:119][NH:120][C:115]2=[CH:114][CH:113]=1.[NH:120]1[C:115]2[C:116](=[CH:117][CH:112]=[CH:113][CH:114]=2)[C:118]([CH2:121][C:122](=[O:132])[C:129]([O-:131])=[O:130])=[CH:119]1 |f:0.1|. Procedure details: A typical assay mixture contained 50 mM Tris-HCl, pH 8.0 to 8.9, 0.33 mM NAD+ or NADP+, 2 to 22 units of glutamate dehydrogenase (Sigma), and 10-15 mM substrate in 0.2 mL. The assay was performed in duplicate in a UV-transparent microtiter plate, on a Molecular Devices SpectraMax Plus platereader. A mix of the enzyme, buffer, and NAD(P)+ were pipetted into wells containing the substrate and the increase in absorbance at 340 nm was monitored at 10 second intervals after brief mixing. The reaction... Starting materials: CC1(O[C@H]2[C@H](O[C@H]3[C@@H]([C@H]2O1)OC(O3)(C)C)CO)C (1,2,3,4-di-O-isopropylidene-D-galactopyranose), CC1=C(NC(=C1)C)\C=C\1/C(N(C2=CC=CC=C12)C(=O)Cl)=O (3-[1-(3,5-dimethyl-1H-pyrrol-2-yl)-meth-(Z)-ylidene]-2-oxo-2,3-dihydro-indole-1-carbonyl chloride). The solvent is N1=CC=CC=C1 (pyridine), C1CCOC1 (THF). Conditions: time 4 hour. Product: CC1(O[C@H]2[C@H](OC([C@H]3[C@@H]2OC(O3)(C)C)COC(=O)N3C(\C(\C2=CC=CC=C32)=C/C=3NC(=CC3C)C)=O)O1)C (3-[1-(3,5-dimethyl-1H-pyrrol-2-yl)-meth-(Z)-ylidene]-2-oxo-2,3-dihydro-indole-1-carboxylic acid (3aR, 5aS, 8aS, 8bR)-2,2,7,7-tetramethyl-tetrahydro-bis[1,3]dioxolo[4,5-b;4′,5′-d]pyran-5-ylmethyl ester). The yield is 64.8%. RXN SMILES: [CH3:1][C:2]1([CH3:18])[O:10][C@H:9]2[C@H:4]([C@@H:5]([CH2:16][OH:17])[O:6][C@@H:7]3[O:13][C:12]([CH3:15])([CH3:14])[O:11][C@@H:8]32)[O:3]1.[CH3:19][C:20]1[CH:24]=[C:23]([CH3:25])[NH:22][C:21]=1/[CH:26]=[C:27]1\[C:28](=[O:39])[N:29]([C:36](Cl)=[O:37])[C:30]2[C:35]\1=[CH:34][CH:33]=[CH:32][CH:31]=2>N1C=CC=CC=1.C1COCC1>[CH3:15][C:12]1([CH3:14])[O:13][C@H:7]2[O:6][CH:5]([CH2:16][O:17][C:36]([N:29]3[C:30]4[C:35](=[CH:34][CH:33]=[CH:32][CH:31]=4)/[C:27](=[CH:26]/[C:21]4[NH:22][C:23]([CH3:25])=[CH:24][C:20]=4[CH3:19])/[C:28]3=[O:39])=[O:37])[C@@H:4]3[O:3][C:2]([CH3:18])([CH3:1])[O:10][C@@H:9]3[C@H:8]2[O:11]1. Procedure details: To a solution of 1,2,3,4-di-O-isopropylidene-D-galactopyranose (650 mg, 2.5 mmol) in 1.0 mL of pyridine and 2.0 mL of THF was added a suspension of 3-[1-(3,5-dimethyl-1H-pyrrol-2-yl)-meth-(Z)-ylidene]-2-oxo-2,3-dihydro-indole-1-carbonyl chloride (150 mg, 0.5 mmol) at 0° C. The reaction mixture was then gradually warmed to room temperature, stirred for 4 h, and concentrated. The residue was triturated with water and washed with ether to give 170 mg (65%) of 3-[1-(3,5-dimethyl-1H-pyrrol-2-yl)-meth... Starting materials: CNC1=CC=CC(=N1)CCOC=1C=C2C=C(NC2=CC1)CCC(=O)OC (methyl 3-(5-{2-[6-(methylamino)-2-pyridyl]ethoxy}indolyl)propanoate), [OH-].[Na+] (sodium hydroxide). Run in CO (methanol), O (H2O). Reaction conditions: time 6 hour. Yields the product CNC1=CC=CC(=N1)CCOC=1C=C2C=C(NC2=CC1)CCC(=O)O (3-(5-{2-[6-(Methylamino)-2-pyridyl]ethoxy}indolyl)propanoic acid). Yield: 8.2%. Reaction SMILES: [CH3:1][NH:2][C:3]1[N:8]=[C:7]([CH2:9][CH2:10][O:11][C:12]2[CH:13]=[C:14]3[C:18](=[CH:19][CH:20]=2)[NH:17][C:16]([CH2:21][CH2:22][C:23]([O:25]C)=[O:24])=[CH:15]3)[CH:6]=[CH:5][CH:4]=1.[OH-].[Na+]>CO.O>[CH3:1][NH:2][C:3]1[N:8]=[C:7]([CH2:9][CH2:10][O:11][C:12]2[CH:13]=[C:14]3[C:18](=[CH:19][CH:20]=2)[NH:17][C:16]([CH2:21][CH2:22][C:23]([OH:25])=[O:24])=[CH:15]3)[CH:6]=[CH:5][CH:4]=1 |f:1.2|. Procedure: To a solution of methyl 3-(5-{2-[6-(methylamino)-2-pyridyl]ethoxy}indolyl)propanoate (0.023 g, 0.65 mmol), as prepared in the preceding step, in methanol (3 mL) was added sodium hydroxide (0.15 g, 3.8 mmol) in H2O (0.5 mL) and the reaction was stirred for 6 hours at ambient temperature. After evaporating the solvent in vacuo, the residue is taken up in H2O (5 mL) and acidified to pH 4-5 with 10% HCl, extracted with a mixture of ethyl acetate and butanol (2×50 mL) and the combined organic layers ... The reactants are C(CCC)(=O)O (Butyric acid), C(CCCCC)(=O)O (hexanoic acid), carboxylic acids, C(C)(=O)O (acetic acid), C(=O)O (Formic acid). Product: C(C(=O)O)(=O)O (oxalic acid), C(O)(O)=O (carbonic acid). RXN SMILES: [C:1]([OH:4])(=[O:3])C.[C:5]([OH:10])(=[O:9])CCC.C(O)(=[O:17])CCCCC.[CH:19]([OH:21])=[O:20]>>[C:1]([OH:4])(=[O:3])[C:19]([OH:21])=[O:20].[C:5](=[O:9])([OH:17])[OH:10]. Reported procedure: The procedures were again followed with substitution in the neutralization step of a number of other carboxylic acids the use of which is not in accordance with the invention. The use of acetic acid resulted in an apparently homogeneous semi-solid or gelatinous product. Butyric acid and hexanoic acid were responsible for production of a two phase mixture containing roughly equal quantities of a lower gel phase and an upper liquid phase. Formic acid, oxalic acid, and carbonic acid each resulted i... Reactants: CCCc1ccc(-c2ccc(C(=O)O)cc2)cc1, ClCCl, O=S(Cl)Cl. Yields the product CCCc1ccc(-c2ccc(C(=O)Cl)cc2)cc1. Reaction SMILES: [CH2:1]([CH2:2][CH3:3])[c:4]1[cH:5][cH:6][c:7](-[c:10]2[cH:11][cH:12][c:13]([C:14](=[O:15])[OH:16])[cH:17][cH:18]2)[cH:8][cH:9]1.[CH2:23]([Cl:24])[Cl:25].[S:19]([Cl:20])([Cl:21])=[O:22]>>[CH2:1]([CH2:2][CH3:3])[c:4]1[cH:5][cH:6][c:7](-[c:10]2[cH:11][cH:12][c:13]([C:14](=[O:15])[Cl:21])[cH:17][cH:18]2)[cH:8][cH:9]1. Starting materials: CC(C)(C)OC(=O)COc1ccc(CCCS(=O)(=O)c2ccc(Cl)cc2)cc1NC(=O)c1cccc(OCCc2nc(C(C)(C)C)cs2)c1, ClCCl, O=C(O)C(F)(F)F, O=C(O)CC(O)(CC(=O)O)C(=O)O. Yields the product CC(C)(C)c1csc(CCOc2cccc(C(=O)Nc3cc(CCCS(=O)(=O)c4ccc(Cl)cc4)ccc3OCC(=O)O)c2)n1. Reaction SMILES: [C:8]([CH3:9])([CH3:10])([CH3:11])[c:12]1[n:13][c:14]([CH2:17][CH2:18][O:19][c:20]2[cH:21][c:22]([C:23](=[O:24])[NH:25][c:26]3[c:27]([O:28][CH2:29][C:30](=[O:31])[O:32][C:33]([CH3:34])([CH3:35])[CH3:36])[cH:37][cH:38][c:39]([CH2:41][CH2:42][CH2:43][S:44](=[O:45])(=[O:46])[c:47]4[cH:48][cH:49][c:50]([Cl:53])[cH:51][cH:52]4)[cH:40]3)[cH:54][cH:55][cH:56]2)[s:15][cH:16]1.[Cl:70][CH2:71][Cl:72].[OH:1][C:2]([C:3]([F:4])([F:5])[F:6])=[O:7].[OH:57][C:58]([CH2:59][C:60]([C:61](=[O:62])[OH:63])([CH2:64][C:65](=[O:66])[OH:67])[OH:68])=[O:69]>>[C:8]([CH3:9])([CH3:10])([CH3:11])[c:12]1[n:13][c:14]([CH2:17][CH2:18][O:19][c:20]2[cH:21][c:22]([C:23](=[O:24])[NH:25][c:26]3[c:27]([O:28][CH2:29][C:30](=[O:31])[OH:32])[cH:37][cH:38][c:39]([CH2:41][CH2:42][CH2:43][S:44](=[O:45])(=[O:46])[c:47]4[cH:48][cH:49][c:50]([Cl:53])[cH:51][cH:52]4)[cH:40]3)[cH:54][cH:55][cH:56]2)[s:15][cH:16]1. The reactants are COC(=O)Cn1c(C)cc2cc(F)ccc21, O=Cc1ncccc1S(=O)(=O)c1ccc(F)cc1. Yields the product COC(=O)Cn1c(C)c(Cc2ncccc2S(=O)(=O)c2ccc(F)cc2)c2cc(F)ccc21. As a reaction SMILES: [CH3:1][O:2][C:3]([CH2:4][n:5]1[c:6]([CH3:15])[cH:7][c:8]2[cH:9][c:10]([F:14])[cH:11][cH:12][c:13]12)=[O:16].[F:17][c:18]1[cH:19][cH:20][c:21]([S:24](=[O:25])(=[O:26])[c:27]2[c:28]([CH:33]=[O:34])[n:29][cH:30][cH:31][cH:32]2)[cH:22][cH:23]1>>[CH3:1][O:2][C:3]([CH2:4][n:5]1[c:6]([CH3:15])[c:7]([CH2:33][c:28]2[c:27]([S:24]([c:21]3[cH:20][cH:19][c:18]([F:17])[cH:23][cH:22]3)(=[O:25])=[O:26])[cH:32][cH:31][cH:30][n:29]2)[c:8]2[cH:9][c:10]([F:14])[cH:11][cH:12][c:13]12)=[O:16].